Dataset: the Open Reaction Database (ORD), a public repository of structured organic reaction records. Task: describe an organic reaction: reactants, conditions, products, and yield Starting materials: [Br-], C#C[Mg+], O=C([O-])O, O=Cc1cc(C(F)(F)F)co1, [Na+], C1CCOC1. Yields the product C#CC(O)c1cc(C(F)(F)F)co1. As a reaction SMILES: [Br-:12].[C:13](#[CH:14])[Mg+:15].[C:16](=[O:17])([OH:18])[O-:19].[F:1][C:2]([c:3]1[cH:4][c:5]([CH:8]=[O:9])[o:6][cH:7]1)([F:10])[F:11].[Na+:20].[O:21]1[CH2:22][CH2:23][CH2:24][CH2:25]1>>[F:1][C:2]([c:3]1[cH:4][c:5]([CH:8]([OH:9])[C:13]#[CH:14])[o:6][cH:7]1)([F:10])[F:11].